Dataset: the Open Reaction Database (ORD), a public repository of structured organic reaction records. Task: describe an organic reaction: reactants, conditions, products, and yield Starting materials: CO, Cc1ccc(F)cc1C1N(C)C(=O)CC(c2cccc(Cl)c2)C12C(=O)N(CCO)c1cc(Cl)ccc12. The product is Cc1ccc(F)cc1C1N(C)C(=O)CC(c2cccc(Cl)c2)C12C(=O)Nc1cc(Cl)ccc12. As a reaction SMILES: [CH3:37][OH:38].[Cl:1][c:2]1[cH:3][cH:4][c:5]2[c:9]([cH:10]1)[N:8]([CH2:11][CH2:12][OH:13])[C:7](=[O:14])[C:6]21[CH:15]([c:29]2[c:30]([CH3:36])[cH:31][cH:32][c:33]([F:35])[cH:34]2)[N:16]([CH3:28])[C:17](=[O:27])[CH2:18][CH:19]1[c:20]1[cH:21][c:22]([Cl:26])[cH:23][cH:24][cH:25]1>>[Cl:1][c:2]1[cH:3][cH:4][c:5]2[c:9]([cH:10]1)[NH:8][C:7](=[O:14])[C:6]21[CH:15]([c:29]2[c:30]([CH3:36])[cH:31][cH:32][c:33]([F:35])[cH:34]2)[N:16]([CH3:28])[C:17](=[O:27])[CH2:18][CH:19]1[c:20]1[cH:21][c:22]([Cl:26])[cH:23][cH:24][cH:25]1. Reactants: COC(=O)CCCCCCC1C(OC(C)=O)CC(OC2CCCCO2)C1C=O, C1COCCO1, CCCCC(F)(F)C(=O)CP(=O)(OC)OC, [Li+], [OH-], O, O. The product is CCCCC(F)(F)C(=O)C=CC1C(OC2CCCCO2)CC(OC(C)=O)C1CCCCCCC(=O)OC. Reaction SMILES: [C:20]([CH3:21])(=[O:22])[O:23][CH:24]1[CH2:25][CH:26]([O:41][CH:42]2[O:43][CH2:44][CH2:45][CH2:46][CH2:47]2)[CH:27]([CH:39]=[O:40])[CH:28]1[CH2:29][CH2:30][CH2:31][CH2:32][CH2:33][CH2:34][C:35](=[O:36])[O:37][CH3:38].[CH2:48]1[O:49][CH2:50][CH2:51][O:52][CH2:53]1.[CH3:1][O:2][P:3](=[O:4])([O:5][CH3:6])[CH2:7][C:8]([C:9]([CH2:10][CH2:11][CH2:12][CH3:13])([F:14])[F:15])=[O:16].[Li+:19].[OH-:18].[OH2:17].[OH2:54]>>[CH:7]([C:8]([C:9]([CH2:10][CH2:11][CH2:12][CH3:13])([F:14])[F:15])=[O:16])=[CH:39][CH:27]1[CH:26]([O:41][CH:42]2[O:43][CH2:44][CH2:45][CH2:46][CH2:47]2)[CH2:25][CH:24]([O:23][C:20]([CH3:21])=[O:22])[CH:28]1[CH2:29][CH2:30][CH2:31][CH2:32][CH2:33][CH2:34][C:35](=[O:36])[O:37][CH3:38]. Reactants: CCOC(=O)c1c(O)c2cccn2n(CCC(C)C)c1=O, C1CCC2=NCCCN2CC1, Nc1ccc(I)cc1S(N)(=O)=O, c1ccncc1. Product: CC(C)CCn1c(=O)c(C2=NS(=O)(=O)c3cc(I)ccc3N2)c(O)c2cccn21. Reaction SMILES: [CH2:1]([O:2][C:4](=[O:3])[c:6]1[c:7]([OH:21])[c:8]2[n:9]([n:10]([CH2:13][CH2:14][CH:15]([CH3:16])[CH3:17])[c:11]1=[O:12])[cH:18][cH:19][cH:20]2)[CH3:5].[N:34]12[CH2:35][CH2:36][CH2:37][N:38]=[C:39]1[CH2:40][CH2:41][CH2:42][CH2:43][CH2:44]2.[NH2:22][c:23]1[c:24]([S:30](=[O:31])(=[O:32])[NH2:33])[cH:25][c:26]([I:29])[cH:27][cH:28]1.[cH:45]1[cH:46][cH:47][n:48][cH:49][cH:50]1>>[C:4]1([c:6]2[c:7]([OH:21])[c:8]3[n:9]([n:10]([CH2:13][CH2:14][CH:15]([CH3:16])[CH3:17])[c:11]2=[O:12])[cH:18][cH:19][cH:20]3)=[N:33][S:30](=[O:31])(=[O:32])[c:24]2[c:23]([cH:28][cH:27][c:26]([I:29])[cH:25]2)[NH:22]1. The reactants are CC(=O)[O-], CN(CCOc1ccc(C=O)cc1)c1ncccn1, Cc1ccccc1, C1CC[NH2+]CC1, O=C1CSC(=O)N1. Yields the product CN(CCOc1ccc(C=C2SC(=O)NC2=O)cc1)c1ncccn1. As a reaction SMILES: [C:27]([O-:28])(=[O:29])[CH3:30].[CH3:1][N:2]([c:3]1[n:4][cH:5][cH:6][cH:7][n:8]1)[CH2:9][CH2:10][O:11][c:12]1[cH:13][cH:14][c:15]([CH:16]=[O:17])[cH:18][cH:19]1.[CH3:37][c:38]1[cH:39][cH:40][cH:41][cH:42][cH:43]1.[NH2+:31]1[CH2:32][CH2:33][CH2:34][CH2:35][CH2:36]1.[S:20]1[C:21](=[O:26])[NH:22][C:23](=[O:25])[CH2:24]1>>[CH3:1][N:2]([c:3]1[n:4][cH:5][cH:6][cH:7][n:8]1)[CH2:9][CH2:10][O:11][c:12]1[cH:13][cH:14][c:15]([CH:16]=[C:24]2[S:20][C:21](=[O:26])[NH:22][C:23]2=[O:25])[cH:18][cH:19]1. The reactants are CCOC(C)=O, O=S(=O)(Cl)c1ccc(OC(F)(F)F)cc1, O, O=S(=O)(O)O, [Zn]. Product: FC(F)(F)Oc1ccc(S)cc1. RXN SMILES: [CH3:16][CH2:17][O:18][C:19](=[O:20])[CH3:21].[F:1][C:2]([O:3][c:4]1[cH:5][cH:6][c:7]([S:10]([Cl:11])(=[O:12])=[O:13])[cH:8][cH:9]1)([F:14])[F:15].[OH2:27].[S:22](=[O:23])(=[O:24])([OH:25])[OH:26].[Zn:28]>>[F:1][C:2]([O:3][c:4]1[cH:5][cH:6][c:7]([SH:10])[cH:8][cH:9]1)([F:14])[F:15]. Reactants: C(C1=CC=CC=C1)N1C[C@@H](CC1)OC1OCCCC1 (1-benzyl-3-(R)-tetrahydropyranyloxypyrolidine). Reagents/catalysts: [OH-].[OH-].[Pd+2] (Pearlman's catalyst). Solvent: CO (MeOH). Conditions: time 4 hour. The product is O1C(CCCC1)O[C@H]1CNCC1 (3-(R)-Tetrahydropyranyloxypyrrolidine). The yield is 122.8%. RXN SMILES: C([N:8]1[CH2:12][CH2:11][C@@H:10]([O:13][CH:14]2[CH2:19][CH2:18][CH2:17][CH2:16][O:15]2)[CH2:9]1)C1C=CC=CC=1>[OH-].[OH-].[Pd+2].CO>[O:15]1[CH2:16][CH2:17][CH2:18][CH2:19][CH:14]1[O:13][C@@H:10]1[CH2:11][CH2:12][NH:8][CH2:9]1 |f:1.2.3|. Procedure details: A mixture of 1-benzyl-3-(R)-tetrahydropyranyloxypyrolidine(8.78 g, 27.3 mmol) and Pearlman's catalyst (3.50 g) in MeOH (100 ml) was stirred under hydrogen atmosphere at rt for 4 h. After removal of the catalyst by Celite filtration, the filtrate was concentrated to give 5.74 g of clear light brown oil. This was used for the next reaction without purification. The reactants are Cc1cc(C)c2c(CBr)nsc2c1, CCC(CC(=O)OC)n1c(=O)[nH]c2ccccc2c1=O, [K+], [K+], O=C([O-])[O-], CN(C)C=O, O. The product is CCC(CC(=O)OC)n1c(=O)c2ccccc2n(Cc2nsc3cc(C)cc(C)c23)c1=O. RXN SMILES: [Br:21][CH2:22][c:23]1[n:24][s:25][c:26]2[c:27]1[c:28]([CH3:33])[cH:29][c:30]([CH3:32])[cH:31]2.[CH3:1][O:2][C:3]([CH2:4][CH:5]([CH2:6][CH3:7])[n:8]1[c:9](=[O:19])[nH:10][c:11]2[cH:12][cH:13][cH:14][cH:15][c:16]2[c:17]1=[O:18])=[O:20].[K+:34].[K+:35].[O-:36][C:37]([O-:38])=[O:39].[O:41]=[CH:42][N:43]([CH3:44])[CH3:45].[OH2:40]>>[CH3:1][O:2][C:3]([CH2:4][CH:5]([CH2:6][CH3:7])[n:8]1[c:9](=[O:19])[n:10]([CH2:22][c:23]2[n:24][s:25][c:26]3[c:27]2[c:28]([CH3:33])[cH:29][c:30]([CH3:32])[cH:31]3)[c:11]2[cH:12][cH:13][cH:14][cH:15][c:16]2[c:17]1=[O:18])=[O:20].